Dataset: the Open Reaction Database (ORD), a public repository of structured organic reaction records. Task: describe an organic reaction: reactants, conditions, products, and yield The reactants are C(C)O (ethanol), C(#N)C1=NC=CC=N1 (2-cyanopyrimidine), [OH-].[Na+] (sodium hydroxide). Solvent: O (water), O (water). Reaction conditions: temperature 55 celsius, time 2 hour. Yields the product N1=C(N=CC=C1)C(=O)[O-].[Na+] (Sodium pyrimidine-2-carboxylate). RXN SMILES: C(C1[N:8]=[CH:7][CH:6]=[CH:5][N:4]=1)#N.[OH-:9].[Na+:10].[CH2:11]([OH:13])[CH3:12]>O>[N:8]1[CH:7]=[CH:6][CH:5]=[N:4][C:12]=1[C:11]([O-:9])=[O:13].[Na+:10] |f:1.2,5.6|. Reported procedure: To a slurry of 2-cyanopyrimidine (50 g) in water (100 ml) at 2° C. was added a solution of sodium hydroxide (50 wt %, 45.6 g) in water (30 ml) with an exotherm to 50° C. The mixture was stirred at 55° C. for 2 h, ethanol (500 ml) was added and the mixture concentrated in vacuo to an oil. Ethanol (250 ml) was added and the mixture concentrated to a paste. Ethanol (250 ml) was added and the mixture stirred at 15-20° C. for 30 min. The precipitate was collected by vacuum filtration, washed with eth... Reactants: S(=O)(Cl)Cl (thionyl chloride), ClC1=NC=CC=2C(=CC=CC12)S(=O)(=O)O (1-chloro-5-isoquinolinesulfonic acid). Run in CN(C=O)C (N,N-dimethylformamide). Product: Cl.ClC1=NC=CC=2C(=CC=CC12)S(=O)(=O)Cl (1-chloro-5-isoquinolinesulfonyl chloride hydrochloride). Reaction SMILES: S(Cl)([Cl:3])=O.[Cl:5][C:6]1[C:15]2[CH:14]=[CH:13][CH:12]=[C:11]([S:16]([OH:19])(=O)=[O:17])[C:10]=2[CH:9]=[CH:8][N:7]=1>CN(C)C=O>[ClH:3].[Cl:5][C:6]1[C:15]2[CH:14]=[CH:13][CH:12]=[C:11]([S:16]([Cl:3])(=[O:19])=[O:17])[C:10]=2[CH:9]=[CH:8][N:7]=1 |f:3.4|. Procedure details: To 40 ml of thionyl chloride were added 2.93 g of 1-chloro-5-isoquinolinesulfonic acid as obtained in Example 1 and 0.4 ml of N,N-dimethylformamide. Then, the resulting mixture was refluxed while heating at 80° to 85° C. for 2 hours, followed by removal of the thionyl chloride under reduced pressure. Subsequently, 10 ml of dichloromethane was added to the reaction mixture to precipitate crystals, followed by separation of the crystals by filtration. The crystals thus obtained were washed with 10... Product: COC(=O)c1ccc(CCCC=O)cc1. Starting materials: ClCCl, CC(=O)[O-], CCOCC, [Na+], O=[Cr](=O)([O-])Cl, COC(=O)c1ccc(CCCCO)cc1, c1cc[nH+]cc1. Reaction SMILES: [CH2:32]([Cl:33])[Cl:34].[CH3:13][C:14](=[O:15])[O-:16].[CH3:35][CH2:36][O:37][CH2:38][CH3:39].[Na+:12].[O:1]=[Cr:2]([Cl:3])([O-:4])=[O:5].[OH:17][CH2:18][CH2:19][CH2:20][CH2:21][c:22]1[cH:23][cH:24][c:25]([C:26](=[O:27])[O:28][CH3:29])[cH:30][cH:31]1.[nH+:6]1[cH:7][cH:8][cH:9][cH:10][cH:11]1>>[O:17]=[CH:18][CH2:19][CH2:20][CH2:21][c:22]1[cH:23][cH:24][c:25]([C:26](=[O:27])[O:28][CH3:29])[cH:30][cH:31]1. Starting materials: NCCC1=CNC2=CC=C(C(=C12)Cl)OC (3-(2-aminoethyl)-4-chloro-5-methoxy-indole). Run in C(CC)(=O)OC(CC)=O (propionic anhydride). Product: C(CC)(=O)C(CC1=CNC2=CC=C(C(=C12)Cl)OC)N (3-(2-propionyl-aminoethyl)-4-chloro-5-methoxyindole). Yield: 200.6%. Reaction SMILES: [NH2:1][CH2:2][CH2:3][C:4]1[C:12]2[C:7](=[CH:8][CH:9]=[C:10]([O:14][CH3:15])[C:11]=2[Cl:13])[NH:6][CH:5]=1>C(OC(=O)CC)(=O)CC>[C:10]([CH:2]([NH2:1])[CH2:3][C:4]1[C:12]2[C:7](=[CH:8][CH:9]=[C:10]([O:14][CH3:15])[C:11]=2[Cl:13])[NH:6][CH:5]=1)(=[O:14])[CH2:9][CH3:8]. Procedure: A solution of 3-(2-aminoethyl)-4-chloro-5-methoxy-indole (260 mg, 1.03 mmol) in propionic anhydride (4 ml) was evaporated to dryness in vacuo at 40° C. Purification by chromatography (SiO2 ; EtOAc) gave 3-(2-propionyl-aminoethyl)-4-chloro-5-methoxyindole (290 mg). The reactants are S(=O)(=O)(C1=CC=C(C)C=C1)OCCOCCOCCOCCOCC#CC=1C=C(C(=O)OCC2=CC=CC=C2)C=CC1 (benzyl 3-(1-(tosyloxy)-3,6,9,12-tetraoxapentadec-14-yn-15-yl)benzoate), C([O-])(O)=O.[Na+] (sodium bicarbonate), [N-]=[N+]=[N-].[Na+] (sodium azide). The solvent is CN(C=O)C (N,N-dimethylformamide), O (water). Conditions: temperature 80 celsius, time 8 hour. Product: N(=[N+]=[N-])CCOCCOCCOCCOCC#CC=1C=C(C(=O)OCC2=CC=CC=C2)C=CC1 (benzyl 3-(1-azido-3,6,9,12-tetraoxapentadec-14-yn-15-yl)benzoate). RXN SMILES: S(O[CH2:12][CH2:13][O:14][CH2:15][CH2:16][O:17][CH2:18][CH2:19][O:20][CH2:21][CH2:22][O:23][CH2:24][C:25]#[C:26][C:27]1[CH:28]=[C:29]([CH:40]=[CH:41][CH:42]=1)[C:30]([O:32][CH2:33][C:34]1[CH:39]=[CH:38][CH:37]=[CH:36][CH:35]=1)=[O:31])(C1C=CC(C)=CC=1)(=O)=O.C(=O)(O)[O-].[Na+].[N-:48]=[N+:49]=[N-:50].[Na+]>CN(C)C=O.O>[N:48]([CH2:12][CH2:13][O:14][CH2:15][CH2:16][O:17][CH2:18][CH2:19][O:20][CH2:21][CH2:22][O:23][CH2:24][C:25]#[C:26][C:27]1[CH:28]=[C:29]([CH:40]=[CH:41][CH:42]=1)[C:30]([O:32][CH2:33][C:34]1[CH:39]=[CH:38][CH:37]=[CH:36][CH:35]=1)=[O:31])=[N+:49]=[N-:50] |f:1.2,3.4|. Procedure: Into a 1000-mL round-bottom flask, was placed a solution of benzyl 3-(1-(tosyloxy)-3,6,9,12-tetraoxapentadec-14-yn-15-yl)benzoate (35.4 g, 59.30 mmol, 1.00 equiv) in N,N-dimethylformamide (400 mL), sodium bicarbonate (10 g, 119.05 mmol, 2.00 equiv), sodium azide (11 g, 169.23 mmol, 3.00 equiv). The resulting solution was stirred overnight at 80° C. The resulting solution was diluted with 200 mL of water. The resulting solution was extracted with 3×100 mL of ethyl acetate and the organic layers c... Starting materials: 1D, BrC1=C2C(C(N(C2=CC=C1)CCCCC)=O)(C1=CC2=C(OCO2)C=C1O)O (4-bromo-3-hydroxy-3-(6-hydroxy-1,3-benzodioxol-5-yl)-1-pentyl-1,3-dihydro-2H-indol-2-one), C(C1=CC=CC=C1)OCCCN1C(C(C2=CC=CC=C12)(C1=CC2=C(OCO2)C=C1O)O)=O (1-[3-(benzyloxy)propyl]-3-hydroxy-3-(6-hydroxy-1,3-benzodioxol-5-yl)-1,3-dihydro-2H-indol-2-one). Yields the product C(C1=CC=CC=C1)OC(CN1C(C(C2=CC=CC=C12)C1=CC2=C(OCO2)C=C1O)=O)C (1-[2-(benzyloxy)propyl]-3-(6-hydroxy-1,3-benzodioxol-5-yl)-1,3-dihydro-2H-indol-2-one). As a reaction SMILES: Br[C:2]1[CH:10]=[CH:9][CH:8]=[C:7]2[C:3]=1[C:4](O)([C:17]1[C:25]([OH:26])=[CH:24][C:20]3[O:21][CH2:22][O:23][C:19]=3[CH:18]=1)[C:5](=[O:16])[N:6]2[CH2:11]CCCC.[CH2:28]([O:35][CH2:36][CH2:37]CN1C2C(=CC=CC=2)C(O)(C2C(O)=CC3OCOC=3C=2)C1=O)[C:29]1[CH:34]=[CH:33][CH:32]=[CH:31][CH:30]=1>>[CH2:28]([O:35][CH:36]([CH3:37])[CH2:11][N:6]1[C:7]2[C:3](=[CH:2][CH:10]=[CH:9][CH:8]=2)[CH:4]([C:17]2[C:25]([OH:26])=[CH:24][C:20]3[O:21][CH2:22][O:23][C:19]=3[CH:18]=2)[C:5]1=[O:16])[C:29]1[CH:34]=[CH:33][CH:32]=[CH:31][CH:30]=1. Reported procedure: Following the procedure as described in PREPARATION 1D, and making non-critical variations to replace 4-bromo-3-hydroxy-3-(6-hydroxy-1,3-benzodioxol-5-yl)-1-pentyl-1,3-dihydro-2H-indol-2-one with 1-[3-(benzyloxy)propyl]-3-hydroxy-3-(6-hydroxy-1,3-benzodioxol-5-yl)-1,3-dihydro-2H-indol-2-one, the title compound was obtained (92%): 1H NMR (300 MHz, CDCl3) δ7.42-6.95 (m, 9H), 6.56 (s, 1H), 6.24 (s, 1H), 5.86 (ABq, 1H), 5.81 (ABq, 1H), 4.99 (s, 1H), 4.42 (s, 2H), 3.91-3.76 (m, 2H), 3.46 (t, 2H), 2.0... Starting materials: CC(C)n1[nH]c2ccccc2c1=O, Cn1c(CN2CCC(C(C)(C)O)CC2)nc2c(N3CCOCC3)nc(Cl)nc21. Yields the product CC(C)n1c(=O)c2ccccc2n1-c1nc(N2CCOCC2)c2nc(CN3CCC(C(C)(C)O)CC3)n(C)c2n1. RXN SMILES: [CH:1]([CH3:2])([CH3:3])[n:4]1[nH:5][c:6]2[cH:7][cH:8][cH:9][cH:10][c:11]2[c:12]1=[O:13].[Cl:14][c:15]1[n:16][c:17]([N:36]2[CH2:37][CH2:38][O:39][CH2:40][CH2:41]2)[c:18]2[n:19][c:20]([CH2:25][N:26]3[CH2:27][CH2:28][CH:29]([C:32]([CH3:33])([CH3:34])[OH:35])[CH2:30][CH2:31]3)[n:21]([CH3:24])[c:22]2[n:23]1>>[CH:1]([CH3:2])([CH3:3])[n:4]1[n:5](-[c:15]2[n:16][c:17]([N:36]3[CH2:37][CH2:38][O:39][CH2:40][CH2:41]3)[c:18]3[n:19][c:20]([CH2:25][N:26]4[CH2:27][CH2:28][CH:29]([C:32]([CH3:33])([CH3:34])[OH:35])[CH2:30][CH2:31]4)[n:21]([CH3:24])[c:22]3[n:23]2)[c:6]2[cH:7][cH:8][cH:9][cH:10][c:11]2[c:12]1=[O:13].